The task is: describe an organic reaction: reactants, conditions, products, and yield. This data is from the Open Reaction Database (ORD), a public repository of structured organic reaction records. Reactants: BrC1=CC=C(C=N1)C=O (6-bromopyridine-3-carboxaldehyde), C1CCOC1 (THF), ice water, Triethyl phosphonoacetate, CC(C)([O-])C.[K+] (Potassium-tert-butoxide), C1CCOC1 (THF). Reaction conditions: time 20 minute. Product: BrC1=CC=C(C=N1)/C=C/C(=O)OCC ((E)-ethyl 3-(6-bromopyridin-3-yl)acrylate). Isolated yield 72.9%. As a reaction SMILES: C[C:2]([CH3:5])([O-:4])C.[K+].[Br:7][C:8]1[N:13]=[CH:12][C:11]([CH:14]=O)=[CH:10][CH:9]=1.C1C[O:19][CH2:18][CH2:17]1>>[Br:7][C:8]1[N:13]=[CH:12][C:11](/[CH:14]=[CH:17]/[C:18]([O:4][CH2:2][CH3:5])=[O:19])=[CH:10][CH:9]=1 |f:0.1|. Procedure: Triethyl phosphonoacetate (26.6 g, 118.8 mmol) was added slowly dropwise to a mixture of Potassium-tert-butoxide (14.5 g, 129.6 mmol) in dry THF (200 mL) at −5° C., stirred for 20 min and then a solution of 6-bromopyridine-3-carboxaldehyde (20 g, 108 mmol) in dry THF (100 mL) was added slowly dropwise at −5° C. and stirred for 30 min. After completion, the reaction mixture was poured into ice water (350 mL) and extracted with EtOAc (2×300 mL). The combined organic extracts were washed with satur... Reactants: [H-].[Na+] (NaH), oil, Cl.CN(C)CCCl (N,N-dimethylaminoethyl chloride hydrochloride), S1C(=CC=C1)C1=C(C=CC=C1)CCN1CCC2(C(NCN2C2=CC=CC=C2)=O)CC1 (8-[2-[2-(2-thienyl)phenyl]ethyl]-1-phenyl-1,3,8-triazaspiro[4.5]decan-4-one). The solvent is CN(C)C=O (DMF). Product: Cl.CN(CCN1CN(C2(C1=O)CCN(CC2)CCC2=C(C=CC=C2)C=2SC=CC2)C2=CC=CC=C2)C (3-(2-dimethylamino-ethyl)-1-phenyl-8-[2-(2-thiophen-2-yl-phenyl)-ethyl]-1,3,8-triazaspiro[4.5]decan-4-one HCl Salt). Reaction SMILES: [H-].[Na+].[S:3]1[CH:7]=[CH:6][CH:5]=[C:4]1[C:8]1[CH:13]=[CH:12][CH:11]=[CH:10][C:9]=1[CH2:14][CH2:15][N:16]1[CH2:32][CH2:31][C:19]2([N:23]([C:24]3[CH:29]=[CH:28][CH:27]=[CH:26][CH:25]=3)[CH2:22][NH:21][C:20]2=[O:30])[CH2:18][CH2:17]1.Cl.[CH3:34][N:35]([CH2:37][CH2:38][Cl:39])[CH3:36]>CN(C=O)C>[ClH:39].[CH3:34][N:35]([CH3:36])[CH2:37][CH2:38][N:21]1[C:20](=[O:30])[C:19]2([CH2:18][CH2:17][N:16]([CH2:15][CH2:14][C:9]3[CH:10]=[CH:11][CH:12]=[CH:13][C:8]=3[C:4]3[S:3][CH:7]=[CH:6][CH:5]=3)[CH2:32][CH2:31]2)[N:23]([C:24]2[CH:29]=[CH:28][CH:27]=[CH:26][CH:25]=2)[CH2:22]1 |f:0.1,3.4,6.7|. Reported procedure: To a heterogenous mixture of unwashed 60% NaH dispersed in mineral oil (96.5 mg, 2.41 mmol) in DMF (3 mL) was added 8-[2-[2-(2-thienyl)phenyl]ethyl]-1-phenyl-1,3,8-triazaspiro[4.5]decan-4-one (prepared as in Example 5) (208.8 mg, 0.500 mmol). The mixture was stirred until H2 gas evolution was observed to stop (30 min), then treated with N,N-dimethylaminoethyl chloride hydrochloride (158 mg, 1.10 mmol). The resulting reaction mixture was stirred for an additional 18 h under argon atmosphere. The ... Reactants: OC1=C(C(=CC(=C1)OCOC)OCOC)C(C)=O (2'-hydroxy-4',6'-bis(methoxymethoxy)acetophenone). Solvent: C(C)O (ethanol). The product is COC1=CC=C(C=O)C=C1 (p-methoxybenzaldehyde). Yield: 114.5%. Reaction SMILES: O[C:2]1[CH:7]=[C:6]([O:8][CH2:9]OC)[CH:5]=[C:4](OCOC)[C:3]=1[C:16](=[O:18])C>C(O)C>[CH3:9][O:8][C:6]1[CH:7]=[CH:2][C:3]([CH:16]=[O:18])=[CH:4][CH:5]=1. Procedure: In 45 ml of ethanol were dissolved 6.00 g of the 2'-hydroxy-4',6'-bis(methoxymethoxy)acetophenone obtained in Production Example 11 and 3.65 g of the p-methoxybenzaldehyde obtained in Production Example 25, and the solution was cooled to 0° C. and 55 of a saturated solution was cooled to 0° C. and 55 ml of a saturated solution of potassium hydroxide in ethanol was added to the solution. The mixture was stirred for 24 hours. After the reaction, the reaction liquid was diluted with water and neutr... Reactants: Brc1nccs1, COCOCc1ccc(OB(O)O)cc1, COCCOC, CCO, [Cs+], [F-], O, [Pd], c1ccc(P(c2ccccc2)c2ccccc2)cc1, c1ccc(P(c2ccccc2)c2ccccc2)cc1, c1ccc(P(c2ccccc2)c2ccccc2)cc1, c1ccc(P(c2ccccc2)c2ccccc2)cc1. Yields the product COCOCc1ccc(-c2nccs2)cc1. RXN SMILES: [Br:16][c:17]1[s:18][cH:19][cH:20][n:21]1.[CH3:1][O:2][CH2:3][O:4][CH2:5][c:6]1[cH:7][cH:8][c:9]([O:12][B:13]([OH:14])[OH:15])[cH:10][cH:11]1.[CH3:24][O:25][CH2:26][CH2:27][O:28][CH3:29].[CH3:30][CH2:31][OH:32].[Cs+:23].[F-:22].[OH2:33].[Pd:34].[c:35]1([P:36]([c:37]2[cH:38][cH:39][cH:40][cH:41][cH:42]2)[c:43]2[cH:44][cH:45][cH:46][cH:47][cH:48]2)[cH:49][cH:50][cH:51][cH:52][cH:53]1.[c:54]1([P:55]([c:56]2[cH:57][cH:58][cH:59][cH:60][cH:61]2)[c:62]2[cH:63][cH:64][cH:65][cH:66][cH:67]2)[cH:68][cH:69][cH:70][cH:71][cH:72]1.[c:73]1([P:74]([c:75]2[cH:76][cH:77][cH:78][cH:79][cH:80]2)[c:81]2[cH:82][cH:83][cH:84][cH:85][cH:86]2)[cH:87][cH:88][cH:89][cH:90][cH:91]1.[c:92]1([P:93]([c:94]2[cH:95][cH:96][cH:97][cH:98][cH:99]2)[c:100]2[cH:101][cH:102][cH:103][cH:104][cH:105]2)[cH:106][cH:107][cH:108][cH:109][cH:110]1>>[CH3:1][O:2][CH2:3][O:4][CH2:5][c:6]1[cH:7][cH:8][c:9](-[c:17]2[s:18][cH:19][cH:20][n:21]2)[cH:10][cH:11]1. Starting materials: Cl.C(CC)N[C@@H]1CC2=CC=C(C(=C2CC1)OC)OC ((S)-N-propyl-5,6-dimethoxy-1,2,3,4-tetrahydro-2-naphthylamine hydrochloride), Br (hydrobromic acid). Run at temperature 130 celsius. The product is Br.C(CC)N[C@@H]1CC2=CC=C(C(=C2CC1)O)O ((S)-N-propyl-5,6-dihydroxy-1,2,3,4-tetrahydro-2-naphthylamine hydrobromide). As a reaction SMILES: Cl.[CH2:2]([NH:5][C@H:6]1[CH2:15][CH2:14][C:13]2[C:8](=[CH:9][CH:10]=[C:11]([O:18]C)[C:12]=2[O:16]C)[CH2:7]1)[CH2:3][CH3:4].[BrH:20]>>[BrH:20].[CH2:2]([NH:5][C@H:6]1[CH2:15][CH2:14][C:13]2[C:8](=[CH:9][CH:10]=[C:11]([OH:18])[C:12]=2[OH:16])[CH2:7]1)[CH2:3][CH3:4] |f:0.1,3.4|. Reported procedure: A solution of (S)-N-propyl-5,6-dimethoxy-1,2,3,4-tetrahydro-2-naphthylamine hydrochloride (22 g; 76.9 mmoles), prepared as described in example 2, in 48% hydrobromic acid (220 ml) was heated under reflux (about 130° C.) for 3 hours. The solvent was evaporated to dryness under vacuum and the residue was taken twice with toluene, by evaporating to dryness each time. The resultant crude was collected with ethyl acetate and filtered obtaining (S)-N-propyl-5,6-dihydroxy-1,2,3,4-tetrahydro-2-naphthyla... Starting materials: C(CC)N(CCCCN(CC1=CC=C(C=C1)CN(CC=1N(C=CN1)C)CC=1NC=CN1)CC(=O)O)CCC ([(4-dipropylamino-butyl)-(4-[[(1H-imidazol-2-ylmethyl)-(1-methyl-1H-imidazol-2-ylmethyl)-amino]-methyl]-benzyl)-amino]-acetic acid), O (water), C(Cl)(Cl)Cl (chloroform). Conditions: time 8 hour. The product is N1(CCOCC1)CCOC(CN(CC1=CC=C(C=C1)CN(CC=1N(C=CN1)C)CC=1NC=CN1)CCCCN(CCC)CCC)=O ([(4-dipropylamino-butyl)-(4-[[(1H-imidazol-2-ylmethyl)-(1-methyl-1H-imidazol-2-ylmethyl)-amino]-methyl]-benzyl)-amino]-acetic acid-2-morpholin-4-yl-ethyl ester). Reaction SMILES: [CH2:1]([N:4]([CH2:36][CH2:37][CH3:38])[CH2:5][CH2:6][CH2:7][CH2:8][N:9]([CH2:32][C:33]([OH:35])=[O:34])[CH2:10][C:11]1[CH:16]=[CH:15][C:14]([CH2:17][N:18]([CH2:26][C:27]2[NH:28][CH:29]=[CH:30][N:31]=2)[CH2:19][C:20]2[N:21]([CH3:25])[CH:22]=[CH:23][N:24]=2)=[CH:13][CH:12]=1)[CH2:2][CH3:3].C(Cl)(Cl)Cl.[OH2:43]>>[N:4]1([CH2:36][CH2:37][O:34][C:33](=[O:35])[CH2:32][N:9]([CH2:8][CH2:7][CH2:6][CH2:5][N:4]([CH2:1][CH2:2][CH3:3])[CH2:36][CH2:37][CH3:38])[CH2:10][C:11]2[CH:16]=[CH:15][C:14]([CH2:17][N:18]([CH2:26][C:27]3[NH:28][CH:29]=[CH:30][N:31]=3)[CH2:19][C:20]3[N:21]([CH3:25])[CH:22]=[CH:23][N:24]=3)=[CH:13][CH:12]=2)[CH2:5][CH2:6][O:43][CH2:2][CH2:1]1. Procedure: The compound (185.8 mg) obtained in Example 65-1 was dissolved in a small amount of water. The solution was added with chloroform and a 1 mol/l sodium hydroxide aqueous solution, and the organic layer and an oily substance were collected, followed by drying with anhydrous magnesium sulfate. After filtration, the solvent was distilled off. An anhydrous DMF solution (2 ml) containing the resultant sodium salt (143.6 mg) and N-(2-hydroxyethyl)morpholine (38 mg) was added with HOBt (37 mg) and WSCI ... The reactants are CCOC(=O)c1cc(=O)c2c(OCC(O)COc3ccc(Cl)cc3)cccc2o1, CCO, [Na+], [OH-]. The product is O=C(O)c1cc(=O)c2c(OCC(O)COc3ccc(Cl)cc3)cccc2o1. Reaction SMILES: [C:3](=[O:4])([O:5][CH2:6][CH3:7])[c:8]1[o:9][c:10]2[cH:11][cH:12][cH:13][c:14]([O:19][CH2:20][CH:21]([CH2:22][O:23][c:24]3[cH:25][cH:26][c:27]([Cl:30])[cH:28][cH:29]3)[OH:31])[c:15]2[c:16](=[O:18])[cH:17]1.[CH3:32][CH2:33][OH:34].[Na+:2].[OH-:1]>>[C:3](=[O:4])([OH:5])[c:8]1[o:9][c:10]2[cH:11][cH:12][cH:13][c:14]([O:19][CH2:20][CH:21]([CH2:22][O:23][c:24]3[cH:25][cH:26][c:27]([Cl:30])[cH:28][cH:29]3)[OH:31])[c:15]2[c:16](=[O:18])[cH:17]1. Starting materials: C(C1=CC=CC=C1)(=O)OC1=CC(=C(C(=C1)Cl)OCC1=CC(=C(C=C1)F)OC1=CC=CC=C1)Cl (3,5-dichloro-4-(4-fluoro-3-phenoxybenzyloxy)phenyl benzoate), [OH-].[K+] (potassium hydroxide), crude product, Cl (hydrochloric acid). Run in CO (methanol). Conditions: time 1 hour. The product is ClC=1C=C(C=C(C1OCC1=CC(=C(C=C1)F)OC1=CC=CC=C1)Cl)O (3,5-dichloro-4-(4-fluoro-3-phenoxybenzyloxy)phenol). Isolated yield 90.9%. RXN SMILES: C([O:9][C:10]1[CH:15]=[C:14]([Cl:16])[C:13]([O:17][CH2:18][C:19]2[CH:24]=[CH:23][C:22]([F:25])=[C:21]([O:26][C:27]3[CH:32]=[CH:31][CH:30]=[CH:29][CH:28]=3)[CH:20]=2)=[C:12]([Cl:33])[CH:11]=1)(=O)C1C=CC=CC=1.[OH-].[K+].Cl>CO>[Cl:16][C:14]1[CH:15]=[C:10]([OH:9])[CH:11]=[C:12]([Cl:33])[C:13]=1[O:17][CH2:18][C:19]1[CH:24]=[CH:23][C:22]([F:25])=[C:21]([O:26][C:27]2[CH:32]=[CH:31][CH:30]=[CH:29][CH:28]=2)[CH:20]=1 |f:1.2|. Reported procedure: A reaction vessel was charged with 1.36 g of 3,5-dichloro-4-(4-fluoro-3-phenoxybenzyloxy)phenyl benzoate and 10 ml of methanol, to which 4.2 g of 10% potassium hydroxide solution was slowly added dropwise under ice cooling. After stirring for 1 hour, the reaction mixture was made weakly acidic by the addition of 10% hydrochloric acid, and extracted twice with 50 ml of diethyl ether under salting out. The combined ether layer was washed with water, dried with anhydrous magnesium sulfate, and conc... Starting materials: CC1=C2C(N(C(=NC2=CC=C1)C(CC)NC1=C2N=CNC2=NC=N1)C1=CC=CC=C1)=O (5-methyl-3-phenyl-2-[1-(9H-purin-6-ylamino)-propyl]-3H-quinazolin-4-one), C(=O)(C(F)(F)F)O (TFA), ClC=1C2=C(N=CN1)NC=C2 (4-chloro-7H-pyrrolo[2,3-d]pyrimidine), O=C1N(C(CC1)=O)OC(C(COCC1=CC=CC=C1)NC(=O)OC(C)(C)C)=O (3-benzyloxy-2-tert-butoxycarbonylaminopropionic acid 2,5-dioxo-pyrrolidin-1-yl ester), O=C1N(C(CC1)=O)OC(C(CC)NC(=O)OCC1=CC=CC=C1)=O (2-benzyloxycarbonylaminobutyric acid 2,5-dioxo-pyrrolidin-1-yl ester), BrC1=C2NC=NC2=NC=N1 (6-bromopurine). Product: C(C1=CC=CC=C1)OCC(NC=1C2=C(N=CN1)NC=C2)C2=NC1=CC=CC(=C1C(N2C2=CC=CC=C2)=O)C (2-[2-benzyloxy-1-(7H-pyrrolo[2,3-d]pyrimdin-4-ylamino)-ethyl]-5-methyl-3-phenyl-3H-quinazolin-4-one). RXN SMILES: [CH3:1][C:2]1[CH:11]=[CH:10][CH:9]=[C:8]2[C:3]=1[C:4](=[O:31])[N:5]([C:25]1[CH:30]=[CH:29][CH:28]=[CH:27][CH:26]=1)[C:6]([CH:12]([NH:15][C:16]1[N:24]=[CH:23][N:22]=[C:21]3[C:17]=1N=[CH:19][NH:20]3)[CH2:13]C)=[N:7]2.O=C1CCC(=O)N1OC(=O)C(NC(OC(C)(C)C)=O)C[O:43][CH2:44][C:45]1[CH:50]=[CH:49][CH:48]=[CH:47][CH:46]=1.O=[C:61]1CCC(=O)N1OC(=O)C(NC(OCC1C=CC=CC=1)=O)CC.C(O)(C(F)(F)F)=O.ClC1C2C=CNC=2N=CN=1.BrC1N=CN=C2C=1NC=N2>>[CH2:44]([O:43][CH2:13][CH:12]([C:6]1[N:5]([C:25]2[CH:26]=[CH:27][CH:28]=[CH:29][CH:30]=2)[C:4](=[O:31])[C:3]2[C:8](=[CH:9][CH:10]=[CH:11][C:2]=2[CH3:1])[N:7]=1)[NH:15][C:16]1[C:17]2[CH:61]=[CH:19][NH:20][C:21]=2[N:22]=[CH:23][N:24]=1)[C:45]1[CH:50]=[CH:49][CH:48]=[CH:47][CH:46]=1. Reported procedure: Compound 30 was prepared using the general procedure described above with respect to compound 14, but 3-benzyloxy-2-tert-butoxycarbonylaminopropionic acid 2,5-dioxo-pyrrolidin-1-yl ester was substituted for 2-benzyloxycarbonylaminobutyric acid 2,5-dioxo-pyrrolidin-1-yl ester in step B, the alternate procedure (TFA deprotection) was used in step C, and 4-chloro-7H-pyrrolo[2,3-d]pyrimidine was substituted for 6-bromopurine in step D. MS (ES): m/z 503 (M+H), 395. Compound 30is shown below.